This data is from the Open Reaction Database (ORD), a public repository of structured organic reaction records. The task is: describe an organic reaction: reactants, conditions, products, and yield The reactants are [Na] (Sodium), [Cl-].[NH4+] (ammonium chloride), ( E ), CN(C\C=C(/C=1NC=C(N1)CC1=CC=CC=C1)\C1=CC=C(C=C1)OC)C ((Z)-N,N-dimethyl-3-(4-methoxyphenyl)-3-[(1-phenylmethyl)imidazol-2-yl]-2-propen-1-amine), N (ammonia). The solvent is C1(=CC=CC=C1)C (toluene). Yields the product CN(CCC(C=1NC=CN1)C1=CC=C(C=C1)OC)C (N,N-Dimethyl-3-(4-methoxyphenyl)-3-(imidazol-2-yl)propanamine). The yield is 89.8%. Reaction SMILES: [CH3:1][N:2]([CH3:26])[CH2:3]/[CH:4]=[C:5](/[C:18]1[CH:23]=[CH:22][C:21]([O:24][CH3:25])=[CH:20][CH:19]=1)\[C:6]1[NH:7][CH:8]=[C:9](CC2C=CC=CC=2)[N:10]=1.N.[Na].[Cl-].[NH4+]>C1(C)C=CC=CC=1>[CH3:26][N:2]([CH3:1])[CH2:3][CH2:4][CH:5]([C:18]1[CH:19]=[CH:20][C:21]([O:24][CH3:25])=[CH:22][CH:23]=1)[C:6]1[NH:10][CH:9]=[CH:8][N:7]=1 |f:3.4,^1:27|. Procedure: A solution of (E) and (Z)-N,N-dimethyl-3-(4-methoxyphenyl)-3-[(1-phenylmethyl)imidazol-2-yl]-2-propen-1-amine (1.0 g) in dry toluene (20 ml) was added to liquid ammonia (20 ml) with stirring at -78°. Sodium was added until the mixture was deep blue (ca. 0.23 g required). After stirring at -78° for 2 h. ammonium chloride (1 g) was added, the mixture allowed to warm to room temperature and the residue partitioned between 2 N sodium carbonate (50 ml) and ethyl acetate (3×50 ml). The organic solutio...